Dataset: the Open Reaction Database (ORD), a public repository of structured organic reaction records. Task: describe an organic reaction: reactants, conditions, products, and yield The reactants are CC(=O)OCC1=C(N2[C@@H]([C@@H](C2=O)N)SC1)C(=O)O (7-aminocephalosporanic acid), NN1C(=NN=C1N1N=C(C=C1C)C)S (4-amino-5-(3,5-dimethyl-1-pyrazolyl)-4H-1,2,4-triazole-3-thiol), C([O-])(O)=O.[Na+] (sodium bicarbonate). Yields the product NC1C2SCC(=C(N2C1=O)C(=O)O)CSC1=NN=C(N1N)N1N=C(C=C1C)C (7-Amino-3-[[4-amino-5-(3,5-dimethyl-1-pyrazolyl)-4H-1,2,4-triazol-3-ylthio]methyl]-8-oxo-5-thia-1-azabicyclo[4.2.0]oct-2-ene-2-carboxylic acid). RXN SMILES: CC(O[CH2:5][C:6]1[CH2:15][S:14][C@@H:9]2[C@H:10]([NH2:13])[C:11](=[O:12])[N:8]2[C:7]=1[C:16]([OH:18])=[O:17])=O.[NH2:19][N:20]1[C:24]([N:25]2[C:29]([CH3:30])=[CH:28][C:27]([CH3:31])=[N:26]2)=[N:23][N:22]=[C:21]1[SH:32].C(=O)(O)[O-].[Na+]>>[NH2:13][CH:10]1[C:11](=[O:12])[N:8]2[CH:9]1[S:14][CH2:15][C:6]([CH2:5][S:32][C:21]1[N:20]([NH2:19])[C:24]([N:25]3[C:29]([CH3:30])=[CH:28][C:27]([CH3:31])=[N:26]3)=[N:23][N:22]=1)=[C:7]2[C:16]([OH:18])=[O:17] |f:2.3|. Procedure details: A 1.36 g. portion of 7-aminocephalosporanic acid, 1.05 g. of 4-amino-5-(3,5-dimethyl-1-pyrazolyl)-4H-1,2,4-triazole-3-thiol and 0.84 g. of sodium bicarbonate are reacted by the procedure of Example 1, giving the desired product, I.R. 5.60μ (β-lactam carbonyl). Starting materials: Oc1ccc2[nH]nc(C=Cc3ccccc3)c2c1, ClCCl, O, O=P(Cl)(c1ccccc1)c1ccccc1, c1c[nH]cn1. Yields the product O=P(Oc1ccc2[nH]nc(C=Cc3ccccc3)c2c1)(c1ccccc1)c1ccccc1. Reaction SMILES: [CH:1](=[CH:2][c:3]1[cH:4][cH:5][cH:6][cH:7][cH:8]1)[c:9]1[n:10][nH:11][c:12]2[cH:13][cH:14][c:15]([OH:18])[cH:16][c:17]12.[Cl:40][CH2:41][Cl:42].[OH2:39].[c:24]1([P:30](=[O:31])([c:32]2[cH:33][cH:34][cH:35][cH:36][cH:37]2)[Cl:38])[cH:25][cH:26][cH:27][cH:28][cH:29]1.[nH:19]1[cH:20][cH:21][n:22][cH:23]1>>[CH:1](=[CH:2][c:3]1[cH:4][cH:5][cH:6][cH:7][cH:8]1)[c:9]1[n:10][nH:11][c:12]2[cH:13][cH:14][c:15]([O:18][P:30]([c:24]3[cH:25][cH:26][cH:27][cH:28][cH:29]3)(=[O:31])[c:32]3[cH:33][cH:34][cH:35][cH:36][cH:37]3)[cH:16][c:17]12. The reactants are C([O-])([O-])=O.[K+].[K+] (potassium carbonate), Cl (hydrochloric acid), C(C1=CC=CC=C1)C1(CCC2(OCCO2)CC1)N1CCOCC1 (4-(8-benzyl-1,4-dioxaspiro[4.5]dec-8-yl)morpholine), Cl (hydrochloric acid). The solvent is CC(=O)C (acetone). Run at time 3 day. Yields the product C(C1=CC=CC=C1)C1(CCC(CC1)=O)N1CCOCC1 (4-benzyl-4-morpholin-4-ylcyclohexanone). Reaction SMILES: Cl.[CH2:2]([C:9]1([N:19]2[CH2:24][CH2:23][O:22][CH2:21][CH2:20]2)[CH2:18][CH2:17][C:12]2(OCC[O:13]2)[CH2:11][CH2:10]1)[C:3]1[CH:8]=[CH:7][CH:6]=[CH:5][CH:4]=1.C(=O)([O-])[O-].[K+].[K+]>CC(C)=O>[CH2:2]([C:9]1([N:19]2[CH2:24][CH2:23][O:22][CH2:21][CH2:20]2)[CH2:18][CH2:17][C:12](=[O:13])[CH2:11][CH2:10]1)[C:3]1[CH:4]=[CH:5][CH:6]=[CH:7][CH:8]=1 |f:2.3.4|. Procedure: 6 M hydrochloric acid (5 ml) was added to a solution of 4-(8-benzyl-1,4-dioxaspiro[4.5]dec-8-yl)morpholine (1.00 g, 3.15 mmole) in acetone (5 ml). After 24 hours further 6 M hydrochloric acid (2.5 ml) was added to the reaction solution, which was stirred for a further 3 days at room temperature, following which it was made alkaline (pH ˜9) with 25% potassium carbonate solution and extracted with diethyl ether (3×20 ml). The combined organic phases were dried with sodium sulfate and concentrated ... Starting materials: Cl (hydrochloric acid), [N+](=O)([O-])C1=CC(=C(N)C=C1)OC1=CC=CC=C1 (4-Nitro-2-phenoxyaniline), N(=O)[O-].[Na+] (sodium nitrite), cuprous chloride, Cl (hydrochloric acid). Run in CN(C=O)C (N,N-dimethylformamide). Product: C1(=CC=CC=C1)OC1=C(C=CC(=C1)[N+](=O)[O-])Cl (2-chloro-5-nitrophenyl phenyl ether). The yield is 60.0%. RXN SMILES: [N+:1]([C:4]1[CH:10]=[CH:9][C:7](N)=[C:6]([O:11][C:12]2[CH:17]=[CH:16][CH:15]=[CH:14][CH:13]=2)[CH:5]=1)([O-:3])=[O:2].N([O-])=O.[Na+].[ClH:22]>CN(C)C=O>[C:12]1([O:11][C:6]2[CH:5]=[C:4]([N+:1]([O-:3])=[O:2])[CH:10]=[CH:9][C:7]=2[Cl:22])[CH:17]=[CH:16][CH:15]=[CH:14][CH:13]=1 |f:1.2|. Procedure details: 4-Nitro-2-phenoxyaniline was dissolved in N,N-dimethylformamide and hydrochloric acid and diazotized with sodium nitrite. The resulting slurry was added to a solution of cuprous chloride in hydrochloric acid to give a 60-70% yield of 2-chloro-5-nitrophenyl phenyl ether, b2-3 180°-90°, m. 73°-5°. This was converted to N-(4-nitro-2-phenoxyphenyl)-pyrrolidine, m. ca. 90°, by refluxing with excess pyrrolidine in 94-97% yield. Catalytic reduction followed by treatment with hydrochloric acid then gave... Reactants: Nc1cc(Br)ccc1C1CC1, O=C([O-])O, CC#N, CCOC(C)=O, [I-], [K+], O=N[O-], [Na+], [Na+], [Na+], [Na+], O, O, O=S([O-])S(=O)(=O)[O-], Cc1ccc(S(=O)(=O)O)cc1. Product: Brc1ccc(C2CC2)c(I)c1. RXN SMILES: [Br:1][c:2]1[cH:3][cH:4][c:5]([CH:9]2[CH2:10][CH2:11]2)[c:6]([NH2:7])[cH:8]1.[C:30](=[O:31])([OH:32])[O-:33].[CH3:44][C:45]#[N:46].[CH3:48][CH2:49][O:50][C:51](=[O:52])[CH3:53].[I-:29].[K+:28].[N:24]([O-:25])=[O:26].[Na+:27].[Na+:34].[Na+:42].[Na+:43].[OH2:12].[OH2:47].[S:35]([S:36]([O-:37])=[O:38])([O-:39])(=[O:40])=[O:41].[c:13]1([CH3:14])[cH:15][cH:16][c:17]([S:18]([OH:19])(=[O:20])=[O:21])[cH:22][cH:23]1>>[Br:1][c:2]1[cH:3][cH:4][c:5]([CH:9]2[CH2:10][CH2:11]2)[c:6]([I:29])[cH:8]1. The reactants are Cl (hydrochloric acid), C(N)(=O)C1=COC2=C1C(CC(C2)C2=CC=CC=C2)=O (3-carbamoyl-6-phenyl-4,5,6,7-tetrahydrobenzofuran-4-one), C(=N)(N)NN.Cl (aminoguanidine hydrochloride). Run in C(C)O (ethanol). Conditions: temperature 90 celsius, time 2 hour. Product: Cl.C(N)(=O)C1=COC2=C1/C(/CC(C2)C2=CC=CC=C2)=N/NC(=N)N ((E)-3-carbamoyl-4-guanidinoimino-6-phenyl-4,5,6,7-tetrahydrobenzofuran hydrochloride). The yield is 85.6%. RXN SMILES: [C:1]([C:4]1[C:8]2[C:9](=O)[CH2:10][CH:11]([C:13]3[CH:18]=[CH:17][CH:16]=[CH:15][CH:14]=3)[CH2:12][C:7]=2[O:6][CH:5]=1)(=[O:3])[NH2:2].[C:20]([NH:23][NH2:24])([NH2:22])=[NH:21].[ClH:25].Cl>C(O)C>[ClH:25].[C:1]([C:4]1[C:8]2/[C:9](=[N:24]/[NH:23][C:20]([NH2:22])=[NH:21])/[CH2:10][CH:11]([C:13]3[CH:18]=[CH:17][CH:16]=[CH:15][CH:14]=3)[CH2:12][C:7]=2[O:6][CH:5]=1)(=[O:3])[NH2:2] |f:1.2,5.6|. Procedure details: To a mixture of 3-carbamoyl-6-phenyl-4,5,6,7-tetrahydrobenzofuran-4-one (0.24 g) and aminoguanidine hydrochloride (104 mg) were added ethanol (20 ml) and 6N hydrochloric acid (0.081 ml), and the mixture was stirred at 90° C. for 2 hours and cooled. Precipitated crystals were washed with ethanol and isopropylether, and dried to give (E)-3-carbamoyl-4-guanidinoimino-6-phenyl-4,5,6,7-tetrahydrobenzofuran hydrochloride (Compound 107) (0.28 g).